This data is from the Open Reaction Database (ORD), a public repository of structured organic reaction records. The task is: describe an organic reaction: reactants, conditions, products, and yield The reactants are C1CCOC1, CO, CCOC(=O)c1oc(N2CCC(NC(=O)c3nc(Cl)c(CC)[nH]3)C(OC)C2)nc1C, [Li+], [OH-]. Yields the product CCc1[nH]c(C(=O)NC2CCN(c3nc(C)c(C(=O)O)o3)CC2OC)nc1Cl. As a reaction SMILES: [CH2:35]1[O:36][CH2:37][CH2:38][CH2:39]1.[CH3:33][OH:34].[Cl:1][c:2]1[n:3][c:4]([C:9](=[O:10])[NH:11][CH:12]2[CH:13]([O:29][CH3:30])[CH2:14][N:15]([c:18]3[o:19][c:20]([C:24](=[O:25])[O:26][CH2:27][CH3:28])[c:21]([CH3:23])[n:22]3)[CH2:16][CH2:17]2)[nH:5][c:6]1[CH2:7][CH3:8].[Li+:31].[OH-:32]>>[Cl:1][c:2]1[n:3][c:4]([C:9](=[O:10])[NH:11][CH:12]2[CH:13]([O:29][CH3:30])[CH2:14][N:15]([c:18]3[o:19][c:20]([C:24](=[O:25])[OH:26])[c:21]([CH3:23])[n:22]3)[CH2:16][CH2:17]2)[nH:5][c:6]1[CH2:7][CH3:8]. The reactants are FC1=C(C=C(C(=C1)[N+](=O)[O-])OC)N1CCN(CC1)C(C)C (1-[2-fluoro-5-(methyloxy)-4-nitrophenyl]-4-(1-methylethyl)piperazine), O.NN (hydrazine hydrate). The reagents and catalysts are [Fe](Cl)(Cl)Cl (iron (III) chloride). Solvent: CO (MeOH). Conditions: temperature 64 celsius, time 4 hour. Product: FC=1C(=CC(=C(N)C1)OC)N1CCN(CC1)C(C)C (5-fluoro-4-[4-(1-methylethyl)-1-piperazinyl]-2-(methyloxy)aniline). Yield: 94.9%. Reaction SMILES: [F:1][C:2]1[CH:7]=[C:6]([N+:8]([O-])=O)[C:5]([O:11][CH3:12])=[CH:4][C:3]=1[N:13]1[CH2:18][CH2:17][N:16]([CH:19]([CH3:21])[CH3:20])[CH2:15][CH2:14]1.O.NN>CO.[Fe](Cl)(Cl)Cl>[F:1][C:2]1[C:3]([N:13]2[CH2:14][CH2:15][N:16]([CH:19]([CH3:21])[CH3:20])[CH2:17][CH2:18]2)=[CH:4][C:5]([O:11][CH3:12])=[C:6]([CH:7]=1)[NH2:8] |f:1.2|. Reported procedure: To 1-[2-fluoro-5-(methyloxy)-4-nitrophenyl]-4-(1-methylethyl)piperazine (2.0 g, 6.7 mmol) in MeOH (100 mL) was added iron (III) chloride (0.3 g, 2.0 mmol) and actived carbon (2.0 g). The reaction mixture was stirred at 64° C. for 20 min before the dropwise addition of hydrazine hydrate (4.0 mL, 80.7 mmol) over 5 min. The reaction was kept stirring at 64° C. for additional 4 h. Filtration, concentration of the residue, and purification via column chromatography on SiO2 (0-10% 2 M NH3 in MeOH/DCM)... Reactants: COC(CCNC(C1=CC=C(C=C1)C(C1CCCCC1)OC1=CC(=C(C(=C1)C)Br)C)=O)=O (3-{4-[(4-bromo-3,5-dimethyl-phenoxy)-cyclohexyl-methyl]-benzoylamino}-propionic acid methyl ester), C(C)(C)C1=CC=C(C=C1)B(O)O (4-isopropyl phenyl boronic acid). Yields the product C1(CCCCC1)C(C1=CC=C(C(=O)NCCC(=O)O)C=C1)OC1=CC(=C(C(=C1)C)C1=CC=C(C=C1)C(C)C)C (Racemic 3-{4-[cyclohexyl-(4′-isopropyl-2,6-dimethyl-biphenyl-4-yloxy)-methyl]-benzoylamino}-propionic acid). As a reaction SMILES: C[O:2][C:3](=[O:32])[CH2:4][CH2:5][NH:6][C:7](=[O:31])[C:8]1[CH:13]=[CH:12][C:11]([CH:14]([O:21][C:22]2[CH:27]=[C:26]([CH3:28])[C:25](Br)=[C:24]([CH3:30])[CH:23]=2)[CH:15]2[CH2:20][CH2:19][CH2:18][CH2:17][CH2:16]2)=[CH:10][CH:9]=1.[CH:33]([C:36]1[CH:41]=[CH:40][C:39](B(O)O)=[CH:38][CH:37]=1)([CH3:35])[CH3:34]>>[CH:15]1([CH:14]([O:21][C:22]2[CH:27]=[C:26]([CH3:28])[C:25]([C:39]3[CH:40]=[CH:41][C:36]([CH:33]([CH3:35])[CH3:34])=[CH:37][CH:38]=3)=[C:24]([CH3:30])[CH:23]=2)[C:11]2[CH:12]=[CH:13][C:8]([C:7]([NH:6][CH2:5][CH2:4][C:3]([OH:2])=[O:32])=[O:31])=[CH:9][CH:10]=2)[CH2:20][CH2:19][CH2:18][CH2:17][CH2:16]1. Reported procedure: The title compound is prepared in a manner substantially similar to Example 128 starting from 3-{4-[(4-bromo-3,5-dimethyl-phenoxy)-cyclohexyl-methyl]-benzoylamino}-propionic acid methyl ester and 4-isopropyl phenyl boronic acid. MS: 526.2 [M−H]−. The reactants are O=C(Nc1cccc(Br)c1)c1ccc(Cl)c([N+](=O)[O-])c1, O=C([O-])[O-], CN(C)C=O, Cl, [Cs+], [Cs+], Nc1cccc(S)c1, O. Product: Nc1cccc(Sc2ccc(C(=O)Nc3cccc(Br)c3)cc2[N+](=O)[O-])c1. RXN SMILES: [Br:1][c:2]1[cH:3][c:4]([NH:8][C:9]([c:10]2[cH:11][c:12]([N+:17](=[O:18])[O-:19])[c:13]([Cl:16])[cH:14][cH:15]2)=[O:20])[cH:5][cH:6][cH:7]1.[C:29](=[O:30])([O-:31])[O-:32].[CH3:36][N:37]([CH3:38])[CH:39]=[O:40].[ClH:35].[Cs+:33].[Cs+:34].[NH2:21][c:22]1[cH:23][c:24]([SH:28])[cH:25][cH:26][cH:27]1.[OH2:41]>>[Br:1][c:2]1[cH:3][c:4]([NH:8][C:9]([c:10]2[cH:11][c:12]([N+:17](=[O:18])[O-:19])[c:13]([S:28][c:24]3[cH:23][c:22]([NH2:21])[cH:27][cH:26][cH:25]3)[cH:14][cH:15]2)=[O:20])[cH:5][cH:6][cH:7]1.